From a dataset of the Open Reaction Database (ORD), a public repository of structured organic reaction records. describe an organic reaction: reactants, conditions, products, and yield The reactants are COc1ccc(CN2CCc3c(sc(N)c3C(=O)OC(C)(C)C)C2CN)cc1, O=C(O)c1cn(Cc2ccccc2)c2ccccc12, CCN=C=NCCCN(C)C, CCN(C(C)C)C(C)C, Cl, C1CCOC1. Yields the product COc1ccc(CN2CCc3c(sc(N)c3C(=O)OC(C)(C)C)C2CNC(=O)c2cn(Cc3ccccc3)c3ccccc23)cc1. Reaction SMILES: [C:41]([CH3:42])([CH3:43])([CH3:44])[O:45][C:46](=[O:47])[c:48]1[c:49]([NH2:68])[s:50][c:51]2[c:56]1[CH2:55][CH2:54][N:53]([CH2:57][c:58]1[cH:59][cH:60][c:61]([O:64][CH3:65])[cH:62][cH:63]1)[CH:52]2[CH2:66][NH2:67].[CH2:22]([c:23]1[cH:24][cH:25][cH:26][cH:27][cH:28]1)[n:29]1[cH:30][c:31]([C:38](=[O:39])[OH:40])[c:32]2[cH:33][cH:34][cH:35][cH:36][c:37]12.[CH3:11][N:12]([CH3:13])[CH2:14][CH2:15][CH2:16][N:17]=[C:18]=[N:19][CH2:20][CH3:21].[CH:1]([N:2]([CH:3]([CH3:4])[CH3:5])[CH2:6][CH3:7])([CH3:8])[CH3:9].[ClH:10].[O:69]1[CH2:70][CH2:71][CH2:72][CH2:73]1>>[CH2:22]([c:23]1[cH:24][cH:25][cH:26][cH:27][cH:28]1)[n:29]1[cH:30][c:31]([C:38](=[O:39])[NH:67][CH2:66][CH:52]2[c:51]3[s:50][c:49]([NH2:68])[c:48]([C:46]([O:45][C:41]([CH3:42])([CH3:43])[CH3:44])=[O:47])[c:56]3[CH2:55][CH2:54][N:53]2[CH2:57][c:58]2[cH:59][cH:60][c:61]([O:64][CH3:65])[cH:62][cH:63]2)[c:32]2[cH:33][cH:34][cH:35][cH:36][c:37]12. The solvent is O (water). Product: C(C)OC=1C=C(C=C2C(NC(S2)=S)=O)C=CC1OCC (5-(3,4-diethoxybenzylidene)rhodanine). Reaction SMILES: [CH2:1]([O:3][C:4]1[CH:5]=[C:6]([CH:9]=[CH:10][C:11]=1[O:12][CH2:13][CH3:14])[CH:7]=O)[CH3:2].[S:15]1[CH2:21][C:19](=[O:20])[NH:18][C:16]1=[S:17].C(O)(=O)C>O>[CH2:1]([O:3][C:4]1[CH:5]=[C:6]([CH:9]=[CH:10][C:11]=1[O:12][CH2:13][CH3:14])[CH:7]=[C:21]1[S:15][C:16](=[S:17])[NH:18][C:19]1=[O:20])[CH3:2]. The reactants are C(C)OC=1C=C(C=O)C=CC1OCC (3,4-diethoxybenzaldehyde), C(C)(=O)O (acetic acid), subtitle intermediate, S1C(=S)NC(=O)C1 (rhodanine), fused sodium acetate. Procedure details: A solution of 10.0 g. of 3,4-diethoxybenzaldehyde, 6.86 g. of rhodanine, and 14.5 g. of fused sodium acetate in 70 ml. of acetic acid was heated to reflux for one hour. The hot mixture was poured into one liter of water with stirring. The resulting precipitate was col-lected by filtration and dried. Recrystallization from ethanol provided 10.22 g. of the subtitle intermediate.